Dataset: the Open Reaction Database (ORD), a public repository of structured organic reaction records. Task: describe an organic reaction: reactants, conditions, products, and yield Reaction SMILES: [C:1]([CH3:2])([CH3:3])([CH3:4])[O:5][C:6]([CH2:7][NH2:8])=[O:9].[CH3:10][CH2:11][C:12]([CH2:13][CH3:14])=[O:15].[CH3:16][CH2:17][OH:18]>>[C:1]([CH3:2])([CH3:3])([CH3:4])[O:5][C:6]([CH2:7][N:8]=[C:12]([CH2:11][CH3:10])[CH2:13][CH3:14])=[O:9]. The reactants are CC(C)(C)OC(=O)CN, CCC(=O)CC, CCO. Product: CCC(CC)=NCC(=O)OC(C)(C)C. Starting materials: COC(=O)c1csc(NC(=O)C(Cc2ccccc2)NC(=O)C(N)c2ccc(OC)c(C)c2)n1, CCN(C(C)C)C(C)C, ClCCl, O=C(Cl)OC(Cl)(Cl)Cl, O. Product: COC(=O)c1csc(NC(=O)C(Cc2ccccc2)N2C(=O)NC(c3ccc(OC)c(C)c3)C2=O)n1. Reaction SMILES: [CH3:1][O:2][C:3](=[O:4])[c:5]1[n:6][c:7]([NH:10][C:11]([CH:12]([CH2:13][c:14]2[cH:15][cH:16][cH:17][cH:18][cH:19]2)[NH:20][C:21]([CH:22]([c:23]2[cH:24][c:25]([CH3:31])[c:26]([O:29][CH3:30])[cH:27][cH:28]2)[NH2:32])=[O:33])=[O:34])[s:8][cH:9]1.[CH:35]([N:36]([CH:37]([CH3:38])[CH3:39])[CH2:40][CH3:41])([CH3:42])[CH3:43].[Cl:53][CH2:54][Cl:55].[O:44]=[C:45]([Cl:46])[O:47][C:48]([Cl:49])([Cl:50])[Cl:51].[OH2:52]>>[CH3:1][O:2][C:3](=[O:4])[c:5]1[n:6][c:7]([NH:10][C:11]([CH:12]([CH2:13][c:14]2[cH:15][cH:16][cH:17][cH:18][cH:19]2)[N:20]2[C:21](=[O:33])[CH:22]([c:23]3[cH:24][c:25]([CH3:31])[c:26]([O:29][CH3:30])[cH:27][cH:28]3)[NH:32][C:45]2=[O:44])=[O:34])[s:8][cH:9]1. Reactants: BrC1=NC=CC=C1OC (2-bromo-3-methoxypyridine), [N+](=O)([O-])C=1C=C(C=CC1)B(O)O (3-nitrophenylboronic acid), aqueous solution, C([O-])([O-])=O.[Na+].[Na+] (sodium carbonate). The reagents and catalysts are [Pd].C1(=CC=CC=C1)P(C1=CC=CC=C1)C1=CC=CC=C1.C1(=CC=CC=C1)P(C1=CC=CC=C1)C1=CC=CC=C1.C1(=CC=CC=C1)P(C1=CC=CC=C1)C1=CC=CC=C1.C1(=CC=CC=C1)P(C1=CC=CC=C1)C1=CC=CC=C1 (tetrakis(triphenylphosphine)-palladium). Solvent: COCCOC (1,2-dimethoxyethane), C(C)(=O)OCC (ethyl acetate). Reaction conditions: temperature 80 celsius, time 15 hour. Yields the product COC=1C(=NC=CC1)C=1C=C(C=CC1)[N+](=O)[O-] (3-(3-methoxypyridin-2-yl)nitrobenzene). Yield: 90.2%. RXN SMILES: Br[C:2]1[C:7]([O:8][CH3:9])=[CH:6][CH:5]=[CH:4][N:3]=1.[N+:10]([C:13]1[CH:14]=[C:15](B(O)O)[CH:16]=[CH:17][CH:18]=1)([O-:12])=[O:11].C(=O)([O-])[O-].[Na+].[Na+]>COCCOC.C(OCC)(=O)C.[Pd].C1(P(C2C=CC=CC=2)C2C=CC=CC=2)C=CC=CC=1.C1(P(C2C=CC=CC=2)C2C=CC=CC=2)C=CC=CC=1.C1(P(C2C=CC=CC=2)C2C=CC=CC=2)C=CC=CC=1.C1(P(C2C=CC=CC=2)C2C=CC=CC=2)C=CC=CC=1>[CH3:9][O:8][C:7]1[C:2]([C:17]2[CH:18]=[C:13]([N+:10]([O-:12])=[O:11])[CH:14]=[CH:15][CH:16]=2)=[N:3][CH:4]=[CH:5][CH:6]=1 |f:2.3.4,7.8.9.10.11|. Procedure: To a suspension of 2-bromo-3-methoxypyridine (1.54 g), 3-nitrophenylboronic acid (1.77 g) and tetrakis(triphenylphosphine)-palladium (473 mg) in 1,2-dimethoxyethane (30 ml) was added 2M aqueous solution of sodium carbonate (10.6 ml). The mixture was stirred at 80° C. for 15 hours under a nitrogen atmosphere, then cooled to room temperature and diluted with ethyl acetate. The organic layer was separated, washed with water and brine and dried over sodium sulfate. The solvent was evaporated under r...